This data is from the Open Reaction Database (ORD), a public repository of structured organic reaction records. The task is: describe an organic reaction: reactants, conditions, products, and yield As a reaction SMILES: [C:1]([C:5]1[O:6][C:7]([C:10]2[CH:15]=[CH:14][CH:13]=[CH:12][C:11]=2[S:16]([N:19]=[C:20]=[O:21])(=[O:18])=[O:17])=[CH:8][CH:9]=1)([O:3][CH3:4])=[O:2].[NH2:22][C:23]1[N:28]=[C:27]([O:29][CH3:30])[CH:26]=[C:25]([O:31][CH3:32])[N:24]=1.C1N2CCN(CC2)C1>C(#N)C>[C:1]([C:5]1[O:6][C:7]([C:10]2[CH:15]=[CH:14][CH:13]=[CH:12][C:11]=2[S:16]([NH:19][C:20]([NH:22][C:23]2[N:24]=[C:25]([O:31][CH3:32])[CH:26]=[C:27]([O:29][CH3:30])[N:28]=2)=[O:21])(=[O:17])=[O:18])=[CH:8][CH:9]=1)([O:3][CH3:4])=[O:2]. Starting materials: C(=O)(OC)C=1OC(=CC1)C1=C(C=CC=C1)S(=O)(=O)N=C=O (2-(Carbomethoxyfur-5-yl)benzenesulfonyl isocyanate), NC1=NC(=CC(=N1)OC)OC (2-amino-4,6-dimethoxypyrimidine), C1CN2CCN1CC2 (DABCO). Product: C(=O)(OC)C=1OC(=CC1)C1=C(C=CC=C1)S(=O)(=O)NC(=O)NC1=NC(=CC(=N1)OC)OC (2-(2-Carbomethoxyfur-5-yl)-N-[(4,6-dimethoxypyrimidin-2-yl)aminocarbonyl]benzenesulfonamide). The yield is 93.2%. The solvent is C(C)#N (acetonitrile). Procedure details: Under a nitrogen atmosphere, a mixture of 2.5 g of the product of Example 3, 0.9 g of 2-amino-4,6-dimethoxypyrimidine, and a few crystals of DABCO in 15 ml of dry acetonitrile was heated at 50°-55° for 1 hour, then stirred at 25° overnight. The solid was filtered off, washed with acetonitrile and 1-chlorobutane, and dried at 60° in vacuo to give 2.5 g of the title compound, mp=215°-217° (d). Reaction conditions: time 8 hour. Reactants: C(C)NC(=O)N1C(CN(C(C1)(C)C)CC1=C2C(=NC(=C1)C1=CC=C(C=C1)OCOC)N(N=C2C)C2OCCCC2)(C)C (4-[6-(4-Methoxymethoxy-phenyl)-3-methyl-1-(tetrahydro-pyran-2-yl)-1H-pyrazolo[3,4-b]pyridin-4-ylmethyl]-2,2,5,5-tetramethyl-piperazine-1-carboxylic acid ethylamide), Cl (hydrochloric acid). Run in O1CCOCC1 (dioxane). Product: C(C)NC(=O)N1C(CN(C(C1)(C)C)CC1=C2C(=NC(=C1)C1=CC=C(C=C1)O)NN=C2C)(C)C (4-[6-(4-Hydroxy-phenyl)-3-methyl-1H-pyrazolo[3,4-b]pyridin-4-ylmethyl]-2,2,5,5-tetramethyl-piperazine-1-carboxylic acid ethylamide). RXN SMILES: [CH2:1]([NH:3][C:4]([N:6]1[CH2:11][C:10]([CH3:13])([CH3:12])[N:9]([CH2:14][C:15]2[CH:20]=[C:19]([C:21]3[CH:26]=[CH:25][C:24]([O:27]COC)=[CH:23][CH:22]=3)[N:18]=[C:17]3[N:31](C4CCCCO4)[N:32]=[C:33]([CH3:34])[C:16]=23)[CH2:8][C:7]1([CH3:42])[CH3:41])=[O:5])[CH3:2].Cl>O1CCOCC1>[CH2:1]([NH:3][C:4]([N:6]1[CH2:11][C:10]([CH3:13])([CH3:12])[N:9]([CH2:14][C:15]2[CH:20]=[C:19]([C:21]3[CH:26]=[CH:25][C:24]([OH:27])=[CH:23][CH:22]=3)[N:18]=[C:17]3[NH:31][N:32]=[C:33]([CH3:34])[C:16]=23)[CH2:8][C:7]1([CH3:41])[CH3:42])=[O:5])[CH3:2]. Procedure details: 325 mg of 4-[6-(4-Methoxymethoxy-phenyl)-3-methyl-1-(tetrahydro-pyran-2-yl)-1H-pyrazolo[3,4-b]pyridin-4-ylmethyl]-2,2,5,5-tetramethyl-piperazine-1-carboxylic acid ethylamide in 2 ml of dioxane were reacted with 2 ml hydrochloric acid (4M in dioxane). After 4 h at rt the volatiles were removed in vacuo. After purification by preparative HPLC 142 mg (56%) of the title compound were obtained. Reactants: [O-]CC.[Na+] (sodium ethoxide), C(C)OC(=O)C1C(CCC1)N(CC1=CC=C(C=C1)F)C(CC1=NS(C2=C(N1)C=CC=C2)(=O)=O)=O (2-[[2-(1,1-dioxo-1,4-dihydro-1λ6-benzo[1,2,4]thiadiazin-3-yl)-acetyl]-(4-fluoro-benzyl)-amino]-cyclopentanecarboxylic acid ethyl ester), Cl (hydrochloric acid). Solvent: C(C)O (ethanol), C(C)O (ethanol). Run at time 16 hour. The product is O=S1(N=C(NC2=C1C=CC=C2)C=2C(N(C1CCCC1C2O)CC2=CC=C(C=C2)F)=O)=O (3-(1,1-dioxo-1,4-dihydro-1λ6-benzo[1,2,4]thiadiazin-3-yl)-1-(4-fluoro-benzyl)-4-hydroxy-1,4a,5,6,7,7a-hexahydro-[1]pyrindin-2-one). Isolated yield 51.5%. RXN SMILES: C([O:3][C:4]([CH:6]1[CH2:10][CH2:9][CH2:8][CH:7]1[N:11]([C:20](=[O:34])[CH2:21][C:22]1[NH:27][C:26]2[CH:28]=[CH:29][CH:30]=[CH:31][C:25]=2[S:24](=[O:33])(=[O:32])[N:23]=1)[CH2:12][C:13]1[CH:18]=[CH:17][C:16]([F:19])=[CH:15][CH:14]=1)=O)C.[O-]CC.[Na+].Cl>C(O)C>[O:32]=[S:24]1(=[O:33])[C:25]2[CH:31]=[CH:30][CH:29]=[CH:28][C:26]=2[NH:27][C:22]([C:21]2[C:20](=[O:34])[N:11]([CH2:12][C:13]3[CH:18]=[CH:17][C:16]([F:19])=[CH:15][CH:14]=3)[CH:7]3[CH:6]([C:4]=2[OH:3])[CH2:10][CH2:9][CH2:8]3)=[N:23]1 |f:1.2|. Reported procedure: The crude 2-[[2-(1,1-dioxo-1,4-dihydro-1λ6-benzo[1,2,4]thiadiazin-3-yl)-acetyl]-(4-fluoro-benzyl)-amino]-cyclopentanecarboxylic acid ethyl ester (0.503 mmol) was dissolved in ethanol (4 mL). A 21% w/w solution of sodium ethoxide in ethanol (1.8 mL) was added and the resulting reaction mixture was shaken for 16 h. A 1.0 M aqueous hydrochloric acid solution (9 mL) was added and the mixture was extracted with ethyl acetate (3×20 mL). The combined organic layers were dried over sodium sulfate, filte...